This data is from the Open Reaction Database (ORD), a public repository of structured organic reaction records. The task is: describe an organic reaction: reactants, conditions, products, and yield Reactants: CS(C)=O, NCc1ccc(SC(F)(F)F)cc1, CC(C)(C(=O)O)c1cccc2cnccc12, O=C(O)Cc1cccc2cnccc12. Yields the product CC(C)(C(=O)NCc1ccc(SC(F)(F)F)cc1)c1cccc2cnccc12. RXN SMILES: [CH3:44][S:45]([CH3:46])=[O:47].[F:1][C:2]([S:3][c:4]1[cH:5][cH:6][c:7]([CH2:8][NH2:9])[cH:10][cH:11]1)([F:12])[F:13].[cH:14]1[n:15][cH:16][cH:17][c:18]2[c:19]([C:24]([C:25](=[O:26])[OH:27])([CH3:28])[CH3:29])[cH:20][cH:21][cH:22][c:23]12.[cH:30]1[c:31]2[c:32]([c:33]([CH2:34][C:35]([OH:36])=[O:37])[cH:38][cH:39][cH:40]2)[cH:41][cH:42][n:43]1>>[F:1][C:2]([S:3][c:4]1[cH:5][cH:6][c:7]([CH2:8][NH:9][C:25]([C:24]([c:19]2[c:18]3[cH:17][cH:16][n:15][cH:14][c:23]3[cH:22][cH:21][cH:20]2)([CH3:28])[CH3:29])=[O:26])[cH:10][cH:11]1)([F:12])[F:13].